From a dataset of the Open Reaction Database (ORD), a public repository of structured organic reaction records. describe an organic reaction: reactants, conditions, products, and yield Reactants: COC1=CC=C([C@H](C)N)C=C1 (4-methoxy-α-(S)-methylbenzylamine), ClC1=NC(=CN=C1)Cl (2,6-dichloropyrazine). Yields the product ClC1=CN=CC(=N1)N[C@@H](C)C1=CC=C(C=C1)OC (6-Chloro-N-[(1S)-1-(4-methoxyphenyl)ethyl]pyrazin-2-amine). The yield is 78.8%. Reaction SMILES: [CH3:1][O:2][C:3]1[CH:11]=[CH:10][C:6]([C@@H:7]([NH2:9])[CH3:8])=[CH:5][CH:4]=1.[Cl:12][C:13]1[CH:18]=[N:17][CH:16]=[C:15](Cl)[N:14]=1>>[Cl:12][C:13]1[N:14]=[C:15]([NH:9][C@H:7]([C:6]2[CH:10]=[CH:11][C:3]([O:2][CH3:1])=[CH:4][CH:5]=2)[CH3:8])[CH:16]=[N:17][CH:18]=1. Reported procedure: In a procedure analogous to Example 1, reaction of 4-methoxy-α-(S)-methylbenzylamine (0.70 mg, 4.6 mmol) and 2,6-dichloropyrazine (0.6259 g, 4.20 mmol) furnished the product (873 mg, 79%).